From a dataset of the Open Reaction Database (ORD), a public repository of structured organic reaction records. describe an organic reaction: reactants, conditions, products, and yield Starting materials: COc1cccc(OC)c1C1CCN(C(=O)c2cc3cc(Cl)ccc3[nH]2)CC1, CN(C)C(=O)CCl, [H-], [Na+], CN(C)C=O. The product is COc1cccc(OC)c1C1CCN(C(=O)c2cc3cc(Cl)ccc3n2CC(=O)N(C)C)CC1. Reaction SMILES: [Cl:1][c:2]1[cH:3][c:4]2[cH:5][c:6]([C:11](=[O:12])[N:13]3[CH2:14][CH2:15][CH:16]([c:19]4[c:20]([O:27][CH3:28])[cH:21][cH:22][cH:23][c:24]4[O:25][CH3:26])[CH2:17][CH2:18]3)[nH:7][c:8]2[cH:9][cH:10]1.[Cl:31][CH2:32][C:33](=[O:34])[N:35]([CH3:36])[CH3:37].[H-:30].[Na+:29].[O:38]=[CH:39][N:40]([CH3:41])[CH3:42]>>[Cl:1][c:2]1[cH:3][c:4]2[cH:5][c:6]([C:11](=[O:12])[N:13]3[CH2:14][CH2:15][CH:16]([c:19]4[c:20]([O:27][CH3:28])[cH:21][cH:22][cH:23][c:24]4[O:25][CH3:26])[CH2:17][CH2:18]3)[n:7]([CH2:32][C:33](=[O:34])[N:35]([CH3:36])[CH3:37])[c:8]2[cH:9][cH:10]1. Starting materials: ClC1=NC2=CC(=C(C=C2N=C1C=1C=NC=CC1)Cl)Cl (2,6,7-trichloro-3-pyridin-3-yl-quinoxaline), CN(C1CCC(CC1)N)C (N,N-dimethyl-cyclohexane-1,4-diamine). Solvent: C1(=CC=CC=C1)C (toluene). Product: ClC=1C=C2N=C(C(=NC2=CC1Cl)NC1CCC(CC1)N(C)C)C=1C=NC=CC1 (N-(6,7-Dichloro-3-pyridin-3-yl-quinoxalin-2-yl)-N′,N′-dimethyl-cyclohexane-1,4-diamine). As a reaction SMILES: Cl[C:2]1[C:11]([C:12]2[CH:13]=[N:14][CH:15]=[CH:16][CH:17]=2)=[N:10][C:9]2[C:4](=[CH:5][C:6]([Cl:19])=[C:7]([Cl:18])[CH:8]=2)[N:3]=1.[CH3:20][N:21]([CH3:29])[CH:22]1[CH2:27][CH2:26][CH:25]([NH2:28])[CH2:24][CH2:23]1>C1(C)C=CC=CC=1>[Cl:18][C:7]1[CH:8]=[C:9]2[C:4](=[CH:5][C:6]=1[Cl:19])[N:3]=[C:2]([NH:28][CH:25]1[CH2:26][CH2:27][CH:22]([N:21]([CH3:29])[CH3:20])[CH2:23][CH2:24]1)[C:11]([C:12]1[CH:13]=[N:14][CH:15]=[CH:16][CH:17]=1)=[N:10]2. Procedure details: A solution of 2,6,7-trichloro-3-pyridin-3-yl-quinoxaline (1.0 g) and N,N-dimethyl-cyclohexane-1,4-diamine in toluene (25 mL) was refluxed for 24 hours. After refluxing, the reaction mixture was cooled, filtered, and concentrated under vacuum. The residue was purified by flash chromatography (silica gel, 1:9 methanol/dichloromethane) to give the product as a yellow solid (0.43 g); mp 158-161° C. Procedure details: A solution of 1-(1,1-dimethylethyloxycarbonyl)-4-hydroxymethylpiperidine (20.7 g, 96.1 mmol) in dichloromethane (200 mL) was cooled to 0° C. and treated with pyridinium chlorochromate (31.1 g, 144.2 mmol). The suspension was allowed to warm to room temperature and stirred for 3 h. The mixture was then diluted with diethyl ether (250 mL), filtered through a pad of silica gel (50 mm×10 cm), and the solids washed with 4:1 hexane/acetone (3×250 mL). The filtrate was evaporated to leave a pale green ... Solvent: ClCCl (dichloromethane), C(C)OCC (diethyl ether), CCOCC (ether). The yield is 79.5%. Product: CC(C)(OC(=O)N1CCC(CC1)C=O)C (1-(1,1-Dimethylethyloxycarbonyl)-4-formylpiperidine). Reaction conditions: time 3 hour. The reactants are CC(C)(OC(=O)N1CCC(CC1)CO)C (1-(1,1-dimethylethyloxycarbonyl)-4-hydroxymethylpiperidine), [Cr](=O)(=O)([O-])Cl.[NH+]1=CC=CC=C1 (pyridinium chlorochromate). RXN SMILES: [CH3:1][C:2]([CH3:15])([O:4][C:5]([N:7]1[CH2:12][CH2:11][CH:10]([CH2:13][OH:14])[CH2:9][CH2:8]1)=[O:6])[CH3:3].[Cr](Cl)([O-])(=O)=O.[NH+]1C=CC=CC=1>ClCCl.C(OCC)C>[CH3:3][C:2]([CH3:15])([O:4][C:5]([N:7]1[CH2:12][CH2:11][CH:10]([CH:13]=[O:14])[CH2:9][CH2:8]1)=[O:6])[CH3:1] |f:1.2|. Starting materials: C(C)(=O)OC=1C=C2C=CC(=CC2=CC1)C(C(C)C)(O)C=1N=CN(C1)C(C1=CC=CC=C1)(C1=CC=CC=C1)C1=CC=CC=C1 (1-(6-Acetoxynaphthalen-2-yl)-1-(1-trityl-1H-imidazol-4-yl)-2-methyl-1-propanol). The reagents and catalysts are [C].[Pd] (palladium carbon). Solvent: C(C)(=O)O (acetic acid). Reaction conditions: temperature 50 celsius, time 2 hour. Yields the product C(C)(=O)OC=1C=C2C=CC(=CC2=CC1)C(C(C)C)(O)C=1N=CNC1 (1-(6-Acetoxynaphthalen-2-yl)-1-(1H-imidazol-4-yl)-2-methyl-1-propanol). The yield is 69.9%. Reaction SMILES: [C:1]([O:4][C:5]1[CH:6]=[C:7]2[C:12](=[CH:13][CH:14]=1)[CH:11]=[C:10]([C:15]([C:20]1[N:21]=[CH:22][N:23](C(C3C=CC=CC=3)(C3C=CC=CC=3)C3C=CC=CC=3)[CH:24]=1)([OH:19])[CH:16]([CH3:18])[CH3:17])[CH:9]=[CH:8]2)(=[O:3])[CH3:2]>C(O)(=O)C.[C].[Pd]>[C:1]([O:4][C:5]1[CH:6]=[C:7]2[C:12](=[CH:13][CH:14]=1)[CH:11]=[C:10]([C:15]([C:20]1[N:21]=[CH:22][NH:23][CH:24]=1)([OH:19])[CH:16]([CH3:18])[CH3:17])[CH:9]=[CH:8]2)(=[O:3])[CH3:2] |f:2.3|. Reported procedure: 1-(6-Acetoxynaphthalen-2-yl)-1-(1-trityl-1H-imidazol-4-yl)-2-methyl-1-propanol (0.25 g) was dissolved in acetic acid (20 ml). To the mixture was added 10% palladium carbon (0.1 g). The mixture was stirred at 50° C. for 2 h under hydrogen atmosphere. The catalyst was filtered off, and filtrate was concentrated. The residue was purified by silica gel chromatography (eluent; dichloromethane-methanol=10:1) to give the titled compound (0.1 g) as a colorless solid.